From a dataset of the Open Reaction Database (ORD), a public repository of structured organic reaction records. describe an organic reaction: reactants, conditions, products, and yield Reactants: C(C)(C)(C)OC(=O)N1[C@@H](CC(C1)=NOC)C(=O)O ((2S,4EZ)-1-(tert-butoxycarbonyl)-4-(methoxyimino)-2-pyrrolidinecarboxylic acid), COC1=C(C=CC=C1)C1=CC=C(C=C1)C(=O)O (2′-methoxy[1,1′-biphenyl]-4-carboxylic acid), NC[C@@H](O)C1=CC=CC=C1 ((1S)-2-amino-1-phenylethanol). Yields the product O[C@H](CNC(=O)[C@H]1N(CC(C1)=NOC)C(=O)C1=CC=C(C=C1)C1=C(C=CC=C1)OC)C1=CC=CC=C1 ((2S,4EZ)-N-[(2S)-2-hydroxy-2-phenylethyl]-1-[(2′-methoxy[1,1′-biphenyl]-4-yl)carbonyl]-4-(methoxyimino)-2-pyrrolidinecarboxamide). Reaction SMILES: C(O[C:6]([N:8]1[CH2:12][C:11](=[N:13][O:14][CH3:15])[CH2:10][C@H:9]1[C:16]([OH:18])=O)=[O:7])(C)(C)C.[CH3:19][O:20][C:21]1[CH:26]=[CH:25][CH:24]=[CH:23][C:22]=1[C:27]1[CH:32]=[CH:31][C:30](C(O)=O)=[CH:29][CH:28]=1.[NH2:36][CH2:37][C@H:38]([C:40]1[CH:45]=[CH:44][CH:43]=[CH:42][CH:41]=1)[OH:39]>>[OH:39][C@@H:38]([C:40]1[CH:45]=[CH:44][CH:43]=[CH:42][CH:41]=1)[CH2:37][NH:36][C:16]([C@@H:9]1[CH2:10][C:11](=[N:13][O:14][CH3:15])[CH2:12][N:8]1[C:6]([C:30]1[CH:29]=[CH:28][C:27]([C:22]2[CH:23]=[CH:24][CH:25]=[CH:26][C:21]=2[O:20][CH3:19])=[CH:32][CH:31]=1)=[O:7])=[O:18]. Reported procedure: Following the general method as outlined in Example 22, starting from (2S,4EZ)-1-(tert-butoxycarbonyl)-4-(methoxyimino)-2-pyrrolidinecarboxylic acid, 2′-methoxy[1,1′-biphenyl]-4-carboxylic acid, and (1S)-2-amino-1-phenylethanol, the title compound was obtained in 90% purity by HPLC. MS(ESI+): m/z=488.